Dataset: the Open Reaction Database (ORD), a public repository of structured organic reaction records. Task: describe an organic reaction: reactants, conditions, products, and yield The reactants are C1C=CC2C3C(CC(C12)C3)=NO (1,3a,4,6,7,7a-hexahydro-4,7-methanoinden-5-one oxime). Reagents/catalysts: [Ni] (Raney nickel). Solvent: CO (methanol), O (water). Reaction conditions: time 20 hour. Product: C1CCC2C3C(CC(C12)C3)N (octahydro-4,7-methanoinden-5-ylamine). RXN SMILES: [CH2:1]1[CH:9]2[CH:4]([CH:5]3[CH2:10][CH:8]2[CH2:7][C:6]3=[N:11]O)[CH:3]=[CH:2]1>CO.[Ni].O>[CH2:1]1[CH:9]2[CH:4]([CH:5]3[CH2:10][CH:8]2[CH2:7][CH:6]3[NH2:11])[CH2:3][CH2:2]1. Procedure: 2.2 g of 1,3a,4,6,7,7a-hexahydro-4,7-methanoinden-5-one oxime were dissolved in 50 ml of methanol, and about 10% Raney nickel, dissolved in 50% water, was added. The mixture was hydrogenated at 100 bar and 100° C. for 20 hours, the catalyst was then filtered off, and the solvent was evaporated under reduced pressure. The residue was taken up in ether and 6 N aqueous sodium hydroxide solution, the phases were separated, the aqueous phase was extracted three times with ether, the combined organic ... The product is CC(C)OC(=O)C1CC(N(C(=O)OC(C)(C)C)C(C)C)CCC1NC(=O)CNC(=O)c1cccc(C(F)(F)F)c1. RXN SMILES: [CH2:22]([O:23][C:24](=[O:25])[NH:32][CH2:33][C:34](=[O:35])[NH:36][CH:37]1[CH:38]([C:54](=[O:55])[O:56][CH:57]([CH3:58])[CH3:59])[CH2:39][CH:40]([N:43]([CH:44]([CH3:45])[CH3:46])[C:47](=[O:48])[O:49][C:50]([CH3:51])([CH3:52])[CH3:53])[CH2:41][CH2:42]1)[c:26]1[cH:27][cH:28][cH:29][cH:30][cH:31]1.[CH2:60]1[O:61][CH2:62][CH2:63][CH2:64]1.[Cl:14][C:15]([O:16][CH2:17][CH:18]([CH3:19])[CH3:20])=[O:21].[F:1][C:2]([c:3]1[cH:4][c:5]([C:6](=[O:7])[OH:8])[cH:9][cH:10][cH:11]1)([F:12])[F:13].[OH2:65]>>[F:1][C:2]([c:3]1[cH:4][c:5]([C:6](=[O:8])[NH:32][CH2:33][C:34](=[O:35])[NH:36][CH:37]2[CH:38]([C:54](=[O:55])[O:56][CH:57]([CH3:58])[CH3:59])[CH2:39][CH:40]([N:43]([CH:44]([CH3:45])[CH3:46])[C:47](=[O:48])[O:49][C:50]([CH3:51])([CH3:52])[CH3:53])[CH2:41][CH2:42]2)[cH:9][cH:10][cH:11]1)([F:12])[F:13]. The reactants are CC(C)OC(=O)C1CC(N(C(=O)OC(C)(C)C)C(C)C)CCC1NC(=O)CNC(=O)OCc1ccccc1, C1CCOC1, CC(C)COC(=O)Cl, O=C(O)c1cccc(C(F)(F)F)c1, O. Reactants: metal, [Na] (sodium), C1=CC2=C(C=C1C=O)OCO2 (piperonal), C(CCC(=O)OCC)(=O)OCC (diethyl succinate). The solvent is C(C)O (ethanol). Product: C1OC=2C=C(C=C(C(=O)O)CC(=O)O)C=CC2O1 (3,4-methylenedioxybenzylidenesuccinic acid). Reaction SMILES: [Na].[CH:2]1[C:7]([CH:8]=O)=[CH:6][C:5]2[O:10][CH2:11][O:12][C:4]=2[CH:3]=1.[C:13]([O:22]CC)(=[O:21])[CH2:14][CH2:15][C:16]([O:18]CC)=[O:17]>C(O)C>[CH2:11]1[O:12][C:4]2[CH:3]=[CH:2][C:7]([CH:8]=[C:15]([CH2:14][C:13]([OH:22])=[O:21])[C:16]([OH:18])=[O:17])=[CH:6][C:5]=2[O:10]1 |^1:0|. Procedure: Dissolving 19.14 g of metal sodium in 400 ml of ethanol, 110.8 ml of diethyl succinate and 100 g of piperonal were added, and the solution was heated and refluxed for 3 hours. The reaction solution was concentrated in vacuo, and the residue was dissolved in 700 ml of water, and washed with 300 ml of diethyl ether. The water layer was stirred in ice, adjusted to pH 1 by concentrated hydrochloric acid, and extracted with 300 ml of diethyl ether. The diethyl ether layer was washed once with saturat...